Dataset: the Open Reaction Database (ORD), a public repository of structured organic reaction records. Task: describe an organic reaction: reactants, conditions, products, and yield Procedure: As shown in scheme I, cyclisation of ethyl 3-amino-5-(methylthio)-thiophene-2-carboxylate using formamide and further treatment with phosphorous oxychloride gave 4-chloro-6-(methylthio)thieno[3,2-d]pyrimidine in good yield. Treatment of this 4-chlorocompound with 3-amino-5-tert-butylselenophene-2-carboxamide in the presence of DMF/NaOH gave 3-(6-(methylthio)thieno[3,2-d]pyrimidin-4-ylamino)-5-tert-butylselenophene-2-carboxamide. The product is ClC=1C2=C(N=CN1)C=C(S2)SC (4-chloro-6-(methylthio)thieno[3,2-d]pyrimidine). Starting materials: NC1=C(SC(=C1)SC)C(=O)OCC (ethyl 3-amino-5-(methylthio)-thiophene-2-carboxylate), C(=O)N (formamide), P(=O)(Cl)(Cl)Cl (phosphorous oxychloride). Reaction SMILES: [NH2:1][C:2]1[CH:6]=[C:5]([S:7][CH3:8])[S:4][C:3]=1[C:9](OCC)=O.[CH:14]([NH2:16])=O.P(Cl)(Cl)([Cl:19])=O>>[Cl:19][C:9]1[C:3]2[S:4][C:5]([S:7][CH3:8])=[CH:6][C:2]=2[N:1]=[CH:14][N:16]=1. Starting materials: O=C([O-])[O-], C=CCc1cccc2c1nc(COc1ccc(Cl)cc1)n2CCCC1CCNCC1, CN(C)C=O, [K+], [K+], ClCCCc1ccccc1. The product is C=CCc1cccc2c1nc(COc1ccc(Cl)cc1)n2CCCC1CCN(CCCc2ccccc2)CC1. RXN SMILES: [C:31](=[O:32])([O-:33])[O-:34].[CH2:1]([CH:2]=[CH2:3])[c:4]1[cH:5][cH:6][cH:7][c:8]2[n:9]([CH2:22][CH2:23][CH2:24][CH:25]3[CH2:26][CH2:27][NH:28][CH2:29][CH2:30]3)[c:10]([CH2:13][O:14][c:15]3[cH:16][cH:17][c:18]([Cl:21])[cH:19][cH:20]3)[n:11][c:12]12.[CH3:47][N:48]([CH3:49])[CH:50]=[O:51].[K+:35].[K+:36].[c:37]1([CH2:43][CH2:44][CH2:45][Cl:46])[cH:38][cH:39][cH:40][cH:41][cH:42]1>>[CH2:1]([CH:2]=[CH2:3])[c:4]1[cH:5][cH:6][cH:7][c:8]2[n:9]([CH2:22][CH2:23][CH2:24][CH:25]3[CH2:26][CH2:27][N:28]([CH2:45][CH2:44][CH2:43][c:37]4[cH:38][cH:39][cH:40][cH:41][cH:42]4)[CH2:29][CH2:30]3)[c:10]([CH2:13][O:14][c:15]3[cH:16][cH:17][c:18]([Cl:21])[cH:19][cH:20]3)[n:11][c:12]12. Reactants: CN(C)CC(CC(=O)OCc1ccccc1)NS(=O)(=O)c1ccc(Oc2ccccc2)nc1, CI, ClCCl. Yields the product C[N+](C)(C)CC(CC(=O)OCc1ccccc1)NS(=O)(=O)c1ccc(Oc2ccccc2)nc1, [I-]. Reaction SMILES: [CH3:1][N:2]([CH2:3][CH:4]([CH2:5][C:6](=[O:7])[O:8][CH2:9][c:10]1[cH:11][cH:12][cH:13][cH:14][cH:15]1)[NH:16][S:17](=[O:18])(=[O:19])[c:20]1[cH:21][n:22][c:23]([O:26][c:27]2[cH:28][cH:29][cH:30][cH:31][cH:32]2)[cH:24][cH:25]1)[CH3:33].[CH3:34][I:35].[Cl:36][CH2:37][Cl:38]>>[CH3:1][N+:2]([CH2:3][CH:4]([CH2:5][C:6](=[O:7])[O:8][CH2:9][c:10]1[cH:11][cH:12][cH:13][cH:14][cH:15]1)[NH:16][S:17](=[O:18])(=[O:19])[c:20]1[cH:21][n:22][c:23]([O:26][c:27]2[cH:28][cH:29][cH:30][cH:31][cH:32]2)[cH:24][cH:25]1)([CH3:33])[CH3:34].[I-:35].